The task is: describe an organic reaction: reactants, conditions, products, and yield. This data is from the Open Reaction Database (ORD), a public repository of structured organic reaction records. The reactants are CC(=O)C (Acetone), FC(OC1=CC=C(C=O)C=C1)(F)F (p-trifluoromethoxybenzaldehyde), [OH-].[Na+] (sodium hydroxide). The solvent is CO (methanol). Reaction conditions: temperature 20 celsius, time 1.75 hour. The product is FC(OC1=CC=C(C=C1)C=CC(C=CC1=CC=C(C=C1)OC(F)(F)F)=O)(F)F (1,5-Bis[p-(trifluoromethoxy)phenyl]-1,4-pentadien-3-one). The yield is 41.0%. RXN SMILES: [CH3:1][C:2]([CH3:4])=[O:3].[F:5][C:6]([F:17])([F:16])[O:7][C:8]1[CH:15]=[CH:14][C:11]([CH:12]=O)=[CH:10][CH:9]=1.[OH-:18].[Na+]>CO>[F:5][C:6]([F:16])([F:17])[O:3][C:2]1[CH:4]=[CH:12][C:11]([CH:10]=[CH:9][C:8](=[O:18])[CH:15]=[CH:12][C:11]2[CH:14]=[CH:15][C:8]([O:7][C:6]([F:17])([F:16])[F:5])=[CH:9][CH:10]=2)=[CH:14][CH:1]=1 |f:2.3|. Reported procedure: Acetone (8.7 g; 0.15 mole) is added to a solution of p-trifluoromethoxybenzaldehyde (57.0 g; 0.30 mole) in methanol (200 ml). The solution is cooled to 20° C. and 10% aqueous sodium hydroxide (8 ml) is added dropwise in about 5 minutes. The reaction mixture is then stirred at room temperature for 1.5 to 2 hours. During this period a yellow solid precipitates from the solution. The mixture is chilled overnight, filtered and the isolated yellow solid dried to afford 24.8 g (41%) of title product, ... The reactants are CC(=O)O, CN, CC(=O)[O-], Cl, O=Cc1ccc(F)cc1, C[N+](=O)[O-], [Na+], O. Product: CC(=Cc1ccc(F)cc1)[N+](=O)[O-]. As a reaction SMILES: [CH3:10][C:11](=[O:12])[OH:13].[CH3:15][NH2:16].[CH3:18][C:19](=[O:20])[O-:21].[ClH:14].[F:1][c:2]1[cH:3][cH:4][c:5]([CH:6]=[O:7])[cH:8][cH:9]1.[N+:22](=[O:23])([O-:24])[CH3:25].[Na+:17].[OH2:26]>>[F:1][c:2]1[cH:3][cH:4][c:5]([CH:6]=[C:11]([CH3:10])[N+:22](=[O:23])[O-:24])[cH:8][cH:9]1. Starting materials: CC(C)CC=C1CCC2(CC1)SCC(=O)N2CCC(=O)OCc1ccccc1, ClC(Cl)Cl, [Na+], C1COCCO1, [OH-], O. Yields the product CC(C)CC=C1CCC2(CC1)SCC(=O)N2CCC(=O)O. Reaction SMILES: [CH3:1][CH:2]([CH2:3][CH:4]=[C:5]1[CH2:6][CH2:7][C:8]2([N:9]([CH2:14][CH2:15][C:16](=[O:17])[O:18][CH2:19][c:20]3[cH:21][cH:22][cH:23][cH:24][cH:25]3)[C:10](=[O:13])[CH2:11][S:12]2)[CH2:26][CH2:27]1)[CH3:28].[CH:31]([Cl:32])([Cl:33])[Cl:34].[Na+:30].[O:36]1[CH2:37][CH2:38][O:39][CH2:40][CH2:41]1.[OH-:29].[OH2:35]>>[CH3:1][CH:2]([CH2:3][CH:4]=[C:5]1[CH2:6][CH2:7][C:8]2([N:9]([CH2:14][CH2:15][C:16](=[O:17])[OH:18])[C:10](=[O:13])[CH2:11][S:12]2)[CH2:26][CH2:27]1)[CH3:28]. Run in CN(C=O)C (N,N-dimethylformamide). Product: ClC1=CC2=C(N(C(N2)=O)CCCN2CCC3(C(NCN3C3=CC=CC=C3)=O)CC2)C=C1 (8-[3-(5-chloro-1,3-dihydro-2-oxo-2H-benzimidazol-1-yl)propyl]-1-phenyl-1,3,8-triazaspiro[4,5]decan-4-one). Procedure details: A mixture of 4.9 parts of 5-chloro-1,3-dihydro-2-oxo-2H-benzimidazole-1-propanol methanesulfonate, 3.7 parts of 1-phenyl-1,3,8-triazaspiro[4,5]decan-4-one, 3.4 parts of sodium crbonate and 90 parts of N,N-dimethylformamide is stirred and heated for 1 hour at 50°-60° C. The N,N-dimethylformamide is distilled off and the residue is taken up in water. The product is extracted with 4-methyl-2-pentanone. The extract is dried, filtered and evaporated. The residue is purified by column-chromatography o... Reactants: CS(=O)(=O)OCCCN1C(NC2=C1C=CC(=C2)Cl)=O (5-chloro-1,3-dihydro-2-oxo-2H-benzimidazole-1-propanol methanesulfonate), C1(=CC=CC=C1)N1CNC(C12CCNCC2)=O (1-phenyl-1,3,8-triazaspiro[4,5]decan-4-one), [Na] (sodium). Isolated yield 25.0%. RXN SMILES: CS(O[CH2:6][CH2:7][CH2:8][N:9]1[C:13]2[CH:14]=[CH:15][C:16]([Cl:18])=[CH:17][C:12]=2[NH:11][C:10]1=[O:19])(=O)=O.[C:20]1([N:26]2[C:30]3([CH2:35][CH2:34][NH:33][CH2:32][CH2:31]3)[C:29](=[O:36])[NH:28][CH2:27]2)[CH:25]=[CH:24][CH:23]=[CH:22][CH:21]=1.[Na]>CN(C)C=O>[Cl:18][C:16]1[CH:15]=[CH:14][C:13]2[N:9]([CH2:8][CH2:7][CH2:6][N:33]3[CH2:32][CH2:31][C:30]4([N:26]([C:20]5[CH:25]=[CH:24][CH:23]=[CH:22][CH:21]=5)[CH2:27][NH:28][C:29]4=[O:36])[CH2:35][CH2:34]3)[C:10](=[O:19])[NH:11][C:12]=2[CH:17]=1 |^1:36|. The reactants are C(CC)(=O)[O-] (propanoate), [C-]#N.[K+] (potassium cyanide), O (water), CC(=O)O (AcOH), N1N=CC=C1[C@H](C)C1=CC=C(C=C1)NC=1SC=C(N1)C(F)(F)F (N-{4-[(1R)-1-(1H-pyrazol-5-yl)ethyl]phenyl}-4-(trifluoromethyl)-1,3-thiazol-2-amine), cyanohydrin, [NH4+].[Cl-] (NH4Cl), [NH4+].[OH-] (NH4OH). Run at time 18 hour. Product: NC(C#N)[C@H](C)C1=CC=C(C=C1)NC=1SC=C(N1)C(F)(F)F ((3R)-2-amino-3-{4-[(4-(trifluoromethyl)-1,3-thiazol-2-yl)amino]phenyl}butanenitrile). Reaction SMILES: [C-]#[N:2].[K+].O.[NH:5]1[C:9]([C@@H:10]([C:12]2[CH:17]=[CH:16][C:15]([NH:18][C:19]3[S:20][CH:21]=[C:22]([C:24]([F:27])([F:26])[F:25])[N:23]=3)=[CH:14][CH:13]=2)[CH3:11])=[CH:8]C=N1.C([O-])(=O)CC.CC(O)=O.[NH4+].[Cl-].[NH4+].[OH-]>>[NH2:5][CH:9]([C@@H:10]([C:12]1[CH:17]=[CH:16][C:15]([NH:18][C:19]2[S:20][CH:21]=[C:22]([C:24]([F:27])([F:26])[F:25])[N:23]=2)=[CH:14][CH:13]=1)[CH3:11])[C:8]#[N:2] |f:0.1,6.7,8.9|. Procedure: To a cooled (0-5° C.) solution of potassium cyanide (0.2 g, 3.66 mmol) in water (15 ml) (2R)-2-(4-{[4-(trifluoromethyl)-1,3-thiazol-2-yl]amino}phenyl)propanal (1.0 g, 3.33 mmol) (prepared according the procedure described for intermediate 7b and starting from the corresponding propanoate) was added over 30 min. At the same temperature AcOH (3.66 mmol) was dripped and the reaction mixture stirred for 18 h. The solution of the intermediate cyanohydrin was slowly added to another solution of NH4Cl ...